Dataset: the Open Reaction Database (ORD), a public repository of structured organic reaction records. Task: describe an organic reaction: reactants, conditions, products, and yield Reactants: C(C)(C)N1CCN(CC1)CCCN1C(C=2C(C1=O)=CC=CC2)=O (N-[3-(4-isopropyl-1-piperazinyl)propyl]phthalimide), O.NN (hydrazine hydrate). Run in C(C)O (ethanol). Reaction conditions: time 3 hour. Yields the product C(C)(C)N1CCN(CC1)CCCN (3-(4-isopropyl-1-piperazinyl)propylamine). The yield is 59.2%. RXN SMILES: [CH:1]([N:4]1[CH2:9][CH2:8][N:7]([CH2:10][CH2:11][CH2:12][N:13]2C(=O)C3=CC=CC=C3C2=O)[CH2:6][CH2:5]1)([CH3:3])[CH3:2].O.NN>C(O)C>[CH:1]([N:4]1[CH2:5][CH2:6][N:7]([CH2:10][CH2:11][CH2:12][NH2:13])[CH2:8][CH2:9]1)([CH3:3])[CH3:2] |f:1.2|. Procedure: To a solution of N-[3-(4-isopropyl-1-piperazinyl)propyl]phthalimide (43.1 g) in ethanol (350 ml) was added 100% hydrazine hydrate (11.2 g). The resulting mixture was refluxed with stirring for 3 hours. The reaction mixture was cooled and then filtered. The filter cake was washed with ethanol. The filtrate and washing were combined and concentrated under reduced pressure. The residual oil was subjected to column chromatography (aluminum oxide), eluting with a mixture of chloroform and methanol (2... The reactants are [BH4-], CC(=O)O, NCc1ccco1, CCOc1ccc(C=O)cc1, COC(OC)OC, CO, [Na+]. Product: CCOc1ccc(CNCc2ccco2)cc1. Reaction SMILES: [BH4-:26].[C:30]([OH:31])(=[O:32])[CH3:33].[CH2:12]([c:13]1[cH:14][cH:15][cH:16][o:17]1)[NH2:18].[CH2:1]([CH3:2])[O:3][c:4]1[cH:5][cH:6][c:7]([CH:8]=[O:9])[cH:10][cH:11]1.[CH3:19][O:20][CH:21]([O:22][CH3:23])[O:24][CH3:25].[CH3:28][OH:29].[Na+:27]>>[CH2:1]([CH3:2])[O:3][c:4]1[cH:5][cH:6][c:7]([CH2:8][NH:18][CH2:12][c:13]2[cH:14][cH:15][cH:16][o:17]2)[cH:10][cH:11]1. The reactants are BrC1=CC(=C(C=C1)C)[N+](=O)[O-] (4-bromo-2-nitrotoluene), O.NN (hydrazine hydrate). Reagents/catalysts: [Ni] (Raney nickel). Run in C(C)O (ethanol), C(C)O (ethanol). Conditions: time 5 minute. Product: BrC1=CC(=C(C=C1)C)N (4-Bromo-2-aminotoluene). Isolated yield 89.4%. RXN SMILES: [Br:1][C:2]1[CH:7]=[CH:6][C:5]([CH3:8])=[C:4]([N+:9]([O-])=O)[CH:3]=1.O.NN>C(O)C.[Ni]>[Br:1][C:2]1[CH:7]=[CH:6][C:5]([CH3:8])=[C:4]([NH2:9])[CH:3]=1 |f:1.2|. Procedure: To a stirred solution of 4-bromo-2-nitrotoluene (2.04 g, 9.44 mmol) (Aldrich Chemical Company) in ethanol (25 mL) was added hydrazine hydrate (1.14 mL, 23.60 mmol) drop-wise. After being stirred for 5 min, a suspension of Raney nickel (˜100 mg) in ethanol (5 mL) was added slowly and carefully. Gas evolution was observed. After gas evolution subsided, the reaction mixture was heated to reflux for 1 h. The reaction mixture was cooled to ambient temperature and filtered. The filtrate was concentrat... Starting materials: C1(=CC=CC=C1)C(C#N)(CCN1C2CCC(C1)CC2)C=2C=NC=CC2 (2-phenyl-(3-pyridyl)-4-(2-azabicyclo[2.2.2]oct-2-yl)butyronitrile), [N-]=[N+]=[N-].[Na+] (sodium azide), [Cl-].[NH4+] (ammonium chloride), [Cl-].[Li+] (lithium chloride). Solvent: CN(C=O)C (dimethylformamide). Reaction conditions: temperature 120 celsius, time 12 hour. The product is C1(=CC=CC=C1)C(CCN1C2CCC(C1)CC2)(C=2C=NC=CC2)C2=NN=NN2 (5-[1-phenyl-1-(3-pyridyl)-3-(2-azabicyclo[2.2.2]oct-2-yl)propyl]-1H-tetrazole). RXN SMILES: [C:1]1([C:7]([C:20]2[CH:21]=[N:22][CH:23]=[CH:24][CH:25]=2)([CH2:10][CH2:11][N:12]2[CH2:17][CH:16]3[CH2:18][CH2:19][CH:13]2[CH2:14][CH2:15]3)[C:8]#[N:9])[CH:6]=[CH:5][CH:4]=[CH:3][CH:2]=1.[N-:26]=[N+:27]=[N-:28].[Na+].[Cl-].[NH4+].[Cl-].[Li+]>CN(C)C=O>[C:1]1([C:7]([C:8]2[NH:28][N:27]=[N:26][N:9]=2)([C:20]2[CH:21]=[N:22][CH:23]=[CH:24][CH:25]=2)[CH2:10][CH2:11][N:12]2[CH2:17][CH:16]3[CH2:15][CH2:14][CH:13]2[CH2:19][CH2:18]3)[CH:6]=[CH:5][CH:4]=[CH:3][CH:2]=1 |f:1.2,3.4,5.6|. Procedure: A mixture of 5.69 parts of 2-phenyl-(3-pyridyl)-4-(2-azabicyclo[2.2.2]oct-2-yl)butyronitrile, 1.67 parts of sodium azide, 1.38 parts of ammonium chloride and 0.025 parts of lithium chloride in 30 parts by volume of dimethylformamide was stirred for 12 hours under nitrogen at 120° C. After the reaction time was completed, the material was cooled and filtered. The collected precipitate was washed with dimethylformamide and water. The precipitate was then dissolved in 100 parts by volume of 0.2N Na... Reactants: COC(=O)C(C)c1ccc2nc3c(Cl)cc(Cl)cn3c(=O)c2c1, [Na+], [OH-], O, O=S(=O)(O)O. Yields the product CC(C(=O)O)c1ccc2nc3c(Cl)cc(Cl)cn3c(=O)c2c1. RXN SMILES: [CH3:1][O:2][C:3]([CH:4]([CH3:5])[c:6]1[cH:7][c:8]2[c:9](=[O:22])[n:10]3[c:11]([n:12][c:13]2[cH:14][cH:15]1)[c:16]([Cl:21])[cH:17][c:18]([Cl:20])[cH:19]3)=[O:23].[Na+:30].[OH-:29].[OH2:31].[S:24](=[O:25])(=[O:26])([OH:27])[OH:28]>>[O:2]=[C:3]([CH:4]([CH3:5])[c:6]1[cH:7][c:8]2[c:9](=[O:22])[n:10]3[c:11]([n:12][c:13]2[cH:14][cH:15]1)[c:16]([Cl:21])[cH:17][c:18]([Cl:20])[cH:19]3)[OH:23]. Reactants: C1CCNCC1, Clc1ccc(-c2cc3nnc(Cl)n3nc2-c2ccccc2Cl)cc1. Product: Clc1ccc(-c2cc3nnc(N4CCCCC4)n3nc2-c2ccccc2Cl)cc1. RXN SMILES: [CH2:25]1[CH2:26][CH2:27][NH:28][CH2:29][CH2:30]1.[Cl:1][c:2]1[n:3][n:4][c:5]2[n:6]1[n:7][c:8](-[c:18]1[c:19]([Cl:24])[cH:20][cH:21][cH:22][cH:23]1)[c:9](-[c:11]1[cH:12][cH:13][c:14]([Cl:17])[cH:15][cH:16]1)[cH:10]2>>[c:2]1([N:28]2[CH2:27][CH2:26][CH2:25][CH2:30][CH2:29]2)[n:3][n:4][c:5]2[n:6]1[n:7][c:8](-[c:18]1[c:19]([Cl:24])[cH:20][cH:21][cH:22][cH:23]1)[c:9](-[c:11]1[cH:12][cH:13][c:14]([Cl:17])[cH:15][cH:16]1)[cH:10]2.